From a dataset of the Open Reaction Database (ORD), a public repository of structured organic reaction records. describe an organic reaction: reactants, conditions, products, and yield Starting materials: ClCCl, CNN, O=C=Nc1nnc(C2CCC2)s1, NN. Yields the product CN(N)C(=O)Nc1nnc(C2CCC2)s1. RXN SMILES: [CH2:18]([Cl:19])[Cl:20].[CH3:1][NH:2][NH2:3].[CH:4]1([c:8]2[n:9][n:10][c:11]([N:13]=[C:14]=[O:15])[s:12]2)[CH2:5][CH2:6][CH2:7]1.[NH2:16][NH2:17]>>[CH3:1][N:2]([NH2:3])[C:14]([NH:13][c:11]1[n:10][n:9][c:8]([CH:4]2[CH2:5][CH2:6][CH2:7]2)[s:12]1)=[O:15]. Starting materials: [Cl-].[Al+3].[Cl-].[Cl-] (Aluminum chloride), C1=CC=CC=2OC3=C(C21)C=CC=C3 (dibenzofuran), C(C)(=O)Cl (acetyl chloride). Solvent: ClC(C)Cl (dichloroethane). Reaction conditions: time 8 hour. The product is C(C)(=O)C1=CC2=C(OC3=C2C=CC=C3)C=C1 (2-Acetyldibenzofuran). Isolated yield 28.3%. Reaction SMILES: [Cl-].[Al+3].[Cl-].[Cl-].[CH:5]1[C:13]2[C:12]3[CH:14]=[CH:15][CH:16]=[CH:17][C:11]=3[O:10][C:9]=2[CH:8]=[CH:7][CH:6]=1.[C:18](Cl)(=[O:20])[CH3:19]>ClC(Cl)C>[C:18]([C:6]1[CH:7]=[CH:8][C:9]2[O:10][C:11]3[CH:17]=[CH:16][CH:15]=[CH:14][C:12]=3[C:13]=2[CH:5]=1)(=[O:20])[CH3:19] |f:0.1.2.3|. Procedure details: Aluminum chloride (23.8 g, 178.4 mmol) was added portionwise to a solution of dibenzofuran (30.0 g, 178.4 mmol) and acetyl chloride (14.0 g, 178.4 mmol) in dichloroethane at 0° C. After 8 hours, the reaction was quenched with 6N HCl. The layers were separated and the methylene chloride layer was dried (MgSO4), filtered and concentrated to provide a yellow solid. The solid was recrystallized 3 times from hexane to provide 10.6 g (28%) of the title compound as a white solid. 1H NMR (CDCl3, 300 MHz... The reactants are O=C([O-])[O-], CS(C)=O, Fc1cc(C(F)(F)F)cc(Cl)c1F, [K+], [K+], O, CC1Oc2cc(O)ccc2N(C)C1=S. Yields the product CC1Oc2cc(Oc3c(F)cc(C(F)(F)F)cc3Cl)ccc2N(C)C1=S. Reaction SMILES: [C:28](=[O:29])([O-:30])[O-:31].[CH3:35][S:36]([CH3:37])=[O:38].[Cl:15][c:16]1[cH:17][c:18]([C:24]([F:25])([F:26])[F:27])[cH:19][c:20]([F:23])[c:21]1[F:22].[K+:32].[K+:33].[OH2:34].[OH:1][c:2]1[cH:3][c:4]2[c:5]([cH:13][cH:14]1)[N:6]([CH3:12])[C:7](=[S:11])[CH:8]([CH3:10])[O:9]2>>[O:1]([c:2]1[cH:3][c:4]2[c:5]([cH:13][cH:14]1)[N:6]([CH3:12])[C:7](=[S:11])[CH:8]([CH3:10])[O:9]2)[c:21]1[c:16]([Cl:15])[cH:17][c:18]([C:24]([F:25])([F:26])[F:27])[cH:19][c:20]1[F:23]. Starting materials: C1=CC=CC=2C3=CC=CC=C3C(C12)COC(=O)N([C@@H](CCC(NC)=O)C(=O)NCCC1=CC(O)=C(O)C=C1)C(C1=CC=CC=C1)(C1=CC=CC=C1)C1=CC=CC=C1 (N-[Nα-(9-fluorenylmethoxycarbonyl)-Nδ-methyltrityl-L-glutaminyl]dopamine), OC=1C=C(C(=O)O)C=CC1O (3,4-dihydroxybenzoic acid). Product: OC=1C=C(C(=O)N([C@@H](CCC(NC)=O)C(=O)NCCC2=CC(O)=C(O)C=C2)C(C2=CC=CC=C2)(C2=CC=CC=C2)C2=CC=CC=C2)C=CC1O (N-[Nα-(3,4-Dihydroxybenzoyl)-Nδ-methyltrityl-L-glutaminyl]dopamine), powder. The yield is 16.0%. As a reaction SMILES: C1C2C(C[O:15][C:16]([N:18]([C:39]([C:52]3[CH:57]=[CH:56][CH:55]=[CH:54][CH:53]=3)([C:46]3[CH:51]=[CH:50][CH:49]=[CH:48][CH:47]=3)[C:40]3[CH:45]=[CH:44][CH:43]=[CH:42][CH:41]=3)[C@H:19]([C:26]([NH:28][CH2:29][CH2:30][C:31]3[CH:38]=[CH:37][C:35]([OH:36])=[C:33]([OH:34])[CH:32]=3)=[O:27])[CH2:20][CH2:21][C:22](=[O:25])[NH:23][CH3:24])=O)C3C(=CC=CC=3)C=2C=CC=1.[OH:58][C:59]1[CH:60]=[C:61]([CH:65]=[CH:66][C:67]=1[OH:68])C(O)=O>>[OH:58][C:59]1[CH:60]=[C:61]([CH:65]=[CH:66][C:67]=1[OH:68])[C:16]([N:18]([C:39]([C:46]1[CH:47]=[CH:48][CH:49]=[CH:50][CH:51]=1)([C:40]1[CH:41]=[CH:42][CH:43]=[CH:44][CH:45]=1)[C:52]1[CH:57]=[CH:56][CH:55]=[CH:54][CH:53]=1)[C@H:19]([C:26]([NH:28][CH2:29][CH2:30][C:31]1[CH:38]=[CH:37][C:35]([OH:36])=[C:33]([OH:34])[CH:32]=1)=[O:27])[CH2:20][CH2:21][C:22](=[O:25])[NH:23][CH3:24])=[O:15]. Procedure details: This compound was prepared from N-[Nα-(9-fluorenylmethoxycarbonyl)-Nδ-methyltrityl-L-glutaminyl]dopamine (705 mg, 0.9 mmol, example 48, step A) as described for example 48 (step B) using 3,4-dihydroxybenzoic acid (215 mg, 1.4 mmol) instead of caffeic acid. The crude material was purified by flash chromatography using successively 40%, 50% and 60% EtOAc/CH2Cl2/1% AcOH as the eluent. The title compound was obtained as a white powder (100 mg, 16%). The reactants are [Al+3], [Al+3], CCc1nc2c(C)cc(C)nc2n1Cc1ccc(NCC2CCC(=O)CC2)cc1, C1CCOC1, [Cl-], [Cl-], [Cl-], [H-], [H-], [H-], [H-], [Li+], [Na+], [OH-]. The product is CCc1nc2c(C)cc(C)nc2n1Cc1ccc(NCC2CCC(O)CC2)cc1. Reaction SMILES: [Al+3:2].[Al+3:8].[CH2:11]([CH3:12])[c:13]1[n:14][c:15]2[c:16]([n:17][c:18]([CH3:22])[cH:19][c:20]2[CH3:21])[n:23]1[CH2:24][c:25]1[cH:26][cH:27][c:28]([NH:31][CH2:32][CH:33]2[CH2:34][CH2:35][C:36](=[O:39])[CH2:37][CH2:38]2)[cH:29][cH:30]1.[CH2:42]1[O:43][CH2:44][CH2:45][CH2:46]1.[Cl-:10].[Cl-:7].[Cl-:9].[H-:1].[H-:4].[H-:5].[H-:6].[Li+:3].[Na+:41].[OH-:40]>>[CH2:11]([CH3:12])[c:13]1[n:14][c:15]2[c:16]([n:17][c:18]([CH3:22])[cH:19][c:20]2[CH3:21])[n:23]1[CH2:24][c:25]1[cH:26][cH:27][c:28]([NH:31][CH2:32][CH:33]2[CH2:34][CH2:35][CH:36]([OH:39])[CH2:37][CH2:38]2)[cH:29][cH:30]1. Reactants: Cl (HCl), Br.Br.CN1[C@@H]2CN[C@H](C1)C2 ((1S,4S)-2-methyl-2,5-diazabicylo[2.2.1]heptane dihydrobromide), C(C)N(C(C)C)C(C)C (ethyldiisopropylamine), BrC1=NC=C(C=C1)Br (2,5-dibromopyridine), C(=O)([O-])[O-].[K+].[K+] (K2CO3). The solvent is C(CCC)O (n-butanol), CCOC(=O)C (EtOAc). Product: BrC=1C=CC(=NC1)N1[C@@H]2N(C[C@@H](C1)C2)C ((1S,4S)-2-(5-bromo-pyridin-2-yl)-6-methyl-2,6-diaza-bicyclo[2.2.1]heptane). RXN SMILES: Br.Br.[CH3:3][N:4]1[CH2:9][C@@H:8]2[CH2:10][C@H:5]1CN2.[CH2:11]([N:13](C(C)C)C(C)C)C.Br[C:21]1[CH:26]=[CH:25][C:24]([Br:27])=[CH:23][N:22]=1.Cl.C([O-])([O-])=O.[K+].[K+]>C(O)CCC.CCOC(C)=O>[Br:27][C:24]1[CH:25]=[CH:26][C:21]([N:13]2[CH2:11][C@H:8]3[CH2:10][C@H:5]2[N:4]([CH3:3])[CH2:9]3)=[N:22][CH:23]=1 |f:0.1.2,6.7.8|. Procedure details: A solution of 300 mg (1.10 mmol) (1S,4S)-2-methyl-2,5-diazabicylo[2.2.1]heptane dihydrobromide, 0.75 mL (4.40 mmol) ethyldiisopropylamine and 270 mg (1.11 mmol) 2,5-dibromopyridine in 1.5 mL n-butanol are stirred for 18 h at 115° C. The solvent is eliminated i.vac., the residue is combined with 10 mL EtOAc and acidified with 1 M HCl. The aqueous phase is twice made alkaline with 2 M K2CO3 solution and extracted with 30 mL EtOAc. The combined organic extracts are dried over Na2SO4 and the solvent...